This data is from the Open Reaction Database (ORD), a public repository of structured organic reaction records. The task is: describe an organic reaction: reactants, conditions, products, and yield The reactants are Cl (HCl), O1CCOCC1 (1,4-dioxane), COC1=NC=CC(=C1C(CC(C(=O)OCC)C)NS(=O)C(C)(C)C)OC (ethyl 4-(2,4-dimethoxypyridin-3-yl)-4-(1,1-dimethylethylsulfinamido)-2-methylbutanoate). Run in CO (MeOH). Conditions: temperature 0 celsius, time 10 minute. Yields the product NC(CC(C(=O)OC)C)C=1C(=NC=CC1OC)OC (methyl 4-amino-4-(2,4-dimethoxypyridin-3-yl)-2-methylbutanoate). RXN SMILES: [CH3:1][O:2][C:3]1[C:8]([CH:9]([NH:18]S(C(C)(C)C)=O)[CH2:10][CH:11]([CH3:17])[C:12]([O:14][CH2:15]C)=[O:13])=[C:7]([O:25][CH3:26])[CH:6]=[CH:5][N:4]=1.Cl.O1CCOCC1>CO>[NH2:18][CH:9]([C:8]1[C:3]([O:2][CH3:1])=[N:4][CH:5]=[CH:6][C:7]=1[O:25][CH3:26])[CH2:10][CH:11]([CH3:17])[C:12]([O:14][CH3:15])=[O:13]. Procedure details: A cooled (0° C.) solution of ethyl 4-(2,4-dimethoxypyridin-3-yl)-4-(1,1-dimethylethylsulfinamido)-2-methylbutanoate (0.709 g; 1.83 mmol) in MeOH (15 ml) was treated dropwise with a solution of 4 M HCl in 1,4-dioxane (0.92 ml; 3.67 mmol). The resulting mixture was further stirred at 0° C., under nitrogen, for 10 min., and then at rt for 30 min. The reaction mixture was then concentrated to dryness under reduced pressure and the oily residue was further dried under HV to give the chlorhydrate salt... The reactants are CCN=C=NCCCN(C)C, CCN(C(C)C)C(C)C, Cl, O=C(O)c1cn(-c2cncc(F)c2)nn1, Nc1cncc(F)c1, NCC(=O)N1CCC(Oc2ccccc2Cl)CC1, CN(C)C=O, O, On1nnc2ccccc21. Product: O=C(NCC(=O)N1CCC(Oc2ccccc2Cl)CC1)c1cn(-c2cncc(F)c2)nn1. RXN SMILES: [CH3:43][CH2:44][N:45]=[C:46]=[N:47][CH2:48][CH2:49][CH2:50][N:51]([CH3:52])[CH3:53].[CH:1]([N:2]([CH2:3][CH3:4])[CH:5]([CH3:6])[CH3:7])([CH3:8])[CH3:9].[ClH:54].[F:10][c:11]1[cH:12][c:13](-[n:17]2[n:18][n:19][c:20]([C:22](=[O:23])[OH:24])[cH:21]2)[cH:14][n:15][cH:16]1.[NH2:25][c:26]1[cH:27][n:28][cH:29][c:30]([F:31])[cH:32]1.[NH2:55][CH2:56][C:57](=[O:58])[N:59]1[CH2:60][CH2:61][CH:62]([O:65][c:66]2[c:67]([Cl:72])[cH:68][cH:69][cH:70][cH:71]2)[CH2:63][CH2:64]1.[O:73]=[CH:74][N:75]([CH3:76])[CH3:77].[OH2:78].[OH:33][n:34]1[c:35]2[c:36]([cH:37][cH:38][cH:39][cH:40]2)[n:41][n:42]1>>[F:10][c:11]1[cH:12][c:13](-[n:17]2[n:18][n:19][c:20]([C:22](=[O:24])[NH:55][CH2:56][C:57](=[O:58])[N:59]3[CH2:60][CH2:61][CH:62]([O:65][c:66]4[c:67]([Cl:72])[cH:68][cH:69][cH:70][cH:71]4)[CH2:63][CH2:64]3)[cH:21]2)[cH:14][n:15][cH:16]1. Reaction conditions: temperature 70 celsius. Yields the product NC1=C2N=C(N(C2=NC(=N1)OCCCC)CCNCCO)OC (2-{[2-(6-Amino-2-butoxy-8-methoxy-9H-purin-yl)ethyl]amino}ethanol). Run in C(C)#N (acetonitrile). Reported procedure: To the compound obtained by Example 2-39 step (i) (300 mg) in acetonitrile (5 ml) was added 2-aminoethanol (265 mg) and heated at 70° C. for 24 hours. The reaction mixture was purified by column chromatography (ethyl acetate: 7N ammonia-methanol 95:5) to give the titled compound. Yield: 295 mg (100%). RXN SMILES: Br[CH2:2][CH2:3][N:4]1[C:12]([O:13][CH3:14])=[N:11][C:10]2[C:5]1=[N:6][C:7]([O:16][CH2:17][CH2:18][CH2:19][CH3:20])=[N:8][C:9]=2[NH2:15].[NH2:21][CH2:22][CH2:23][OH:24]>C(#N)C>[NH2:15][C:9]1[N:8]=[C:7]([O:16][CH2:17][CH2:18][CH2:19][CH3:20])[N:6]=[C:5]2[C:10]=1[N:11]=[C:12]([O:13][CH3:14])[N:4]2[CH2:3][CH2:2][NH:21][CH2:22][CH2:23][OH:24]. Starting materials: BrCCN1C2=NC(=NC(=C2N=C1OC)N)OCCCC (9-(2-Bromoethyl)-2-butoxy-8-methoxy-9H-purin-6-amine), NCCO (2-aminoethanol). Reactants: NC1=CC(=C(C(=O)OC)C=C1)S(=O)(=O)C (methyl 4-amino-2-methanesulfonylbenzoate), ClCCCS(=O)(=O)Cl (3-chloropropane-1-sulfonyl chloride). Procedure details: To 4-bromo-2-methanesulfonylbenzoic acid (5 g) were added methanol (45 mL) and concentrated sulfuric acid (1.8 mL), and the mixture was stirred with heating under reflux. After completion of the reaction, the solvent was evaporated, and the residue was neutralized with 1N aqueous sodium hydroxide solution, and the mixture was extracted with ethyl acetate. The organic layer was washed with saturated brine, and the solvent was evaporated to give methyl 4-bromo-2-methanesulfonylbenzoate (3.34 g). T... RXN SMILES: [NH2:1][C:2]1[CH:11]=[CH:10][C:5]([C:6]([O:8]C)=[O:7])=[C:4]([S:12]([CH3:15])(=[O:14])=[O:13])[CH:3]=1.Cl[CH2:17][CH2:18][CH2:19][S:20](Cl)(=[O:22])=[O:21]>>[O:21]=[S:20]1(=[O:22])[CH2:19][CH2:18][CH2:17][N:1]1[C:2]1[CH:11]=[CH:10][C:5]([C:6]([OH:8])=[O:7])=[C:4]([S:12]([CH3:15])(=[O:14])=[O:13])[CH:3]=1. The product is O=S1(N(CCC1)C1=CC(=C(C(=O)O)C=C1)S(=O)(=O)C)=O (4-(1,1-dioxo-1λ6-isothiazolidin-2-yl)-2-methanesulfonylbenzoic acid). Reactants: C1=CC=CC1 (cyclopentadiene), potassium t-butylate, CC(CCC(CCCCCCCC)=O)=O (2,5-tridecanedione). Run in CO (methanol). Reaction conditions: temperature 0 celsius, time 1 hour. Product: CC1=C2C=CCC2=C(C=C1)CCCCCCCC (4-Methyl-7-(1-octyl)indene). Isolated yield 69.7%. RXN SMILES: [CH:1]1[CH2:5][CH:4]=[CH:3][CH:2]=1.[CH3:6][C:7](=O)[CH2:8][CH2:9][C:10](=O)[CH2:11][CH2:12][CH2:13][CH2:14][CH2:15][CH2:16][CH2:17][CH3:18]>CO>[CH3:6][C:7]1[CH:8]=[CH:9][C:10]([CH2:11][CH2:12][CH2:13][CH2:14][CH2:15][CH2:16][CH2:17][CH3:18])=[C:1]2[C:2]=1[CH:3]=[CH:4][CH2:5]2. Procedure details: 9 ml (110 mmol) of cyclopentadiene were added to a solution of 28.0 g (250 mmol) of potassium t-butylate in 50 ml of methanol at 0° C. 21.2 g (100 mmol) of 2,5-tridecanedione were then added dropwise at 0° C. After the mixture had been stirred at 0° C. for 1 hour, it was stirred at room temperature for a further 3 hours. Working up was carried out analogously to Example 6. Column chromatography gave 16.9 g (70 %) of the indene 5. The reactants are CCCCCC1CCC(c2ccc(-c3ccc(C#N)cc3)cc2)CC1, ClCCl, CC(C)C[AlH]CC(C)C, Cc1ccccc1, O=S(=O)(O)O. The product is CCCCCC1CCC(c2ccc(-c3ccc(C=O)cc3)cc2)CC1. As a reaction SMILES: [CH2:1]([CH2:2][CH2:3][CH2:4][CH3:5])[CH:6]1[CH2:7][CH2:8][CH:9]([c:12]2[cH:13][cH:14][c:15](-[c:18]3[cH:19][cH:20][c:21]([C:24]#[N:25])[cH:22][cH:23]3)[cH:16][cH:17]2)[CH2:10][CH2:11]1.[CH2:40]([Cl:41])[Cl:42].[CH3:26][CH:27]([CH2:28][AlH:29][CH2:30][CH:31]([CH3:32])[CH3:33])[CH3:34].[CH3:43][c:44]1[cH:45][cH:46][cH:47][cH:48][cH:49]1.[S:35]([OH:36])(=[O:37])(=[O:38])[OH:39]>>[CH2:1]([CH2:2][CH2:3][CH2:4][CH3:5])[CH:6]1[CH2:7][CH2:8][CH:9]([c:12]2[cH:13][cH:14][c:15](-[c:18]3[cH:19][cH:20][c:21]([CH:24]=[O:36])[cH:22][cH:23]3)[cH:16][cH:17]2)[CH2:10][CH2:11]1. Reactants: [N+](=O)([O-])C=1C=C(N)C=CC1 (m-nitroaniline), P(O)(O)(O)=O (phosphoric acid), CC(C(C)=O)=O (butane-2,3-dione), C=O (formaldehyde), [Cl-].[NH4+] (ammonium chloride), C(O)([O-])=O.[Na+] (sodium hydrogen carbonate). Run in O (water). Run at temperature 100 celsius, time 2 hour. The product is CC=1N=CN(C1C)C1=CC(=CC=C1)[N+](=O)[O-] (4,5-dimethyl-1-(3-nitrophenyl)imidazole). The yield is 4.3%. Reaction SMILES: [N+:1]([C:4]1[CH:5]=[C:6]([CH:8]=[CH:9][CH:10]=1)[NH2:7])([O-:3])=[O:2].P(=O)(O)(O)O.[CH3:16][C:17](=O)[C:18](=O)[CH3:19].C=O.[Cl-].[NH4+:25].[C:26](=O)([O-])O.[Na+]>O>[CH3:16][C:17]1[N:25]=[CH:26][N:7]([C:6]2[CH:8]=[CH:9][CH:10]=[C:4]([N+:1]([O-:3])=[O:2])[CH:5]=2)[C:18]=1[CH3:19] |f:4.5,6.7|. Procedure details: To a suspension of m-nitroaniline (2.0 g), phosphoric acid (1.67 ml), butane-2,3-dione (1.27 ml) and an aqueous solution of formaldehyde (35% w/w, 1.24 ml) in water (15 ml) was added an aqueous solution of ammonium chloride (5M, 6 ml) dropwise at 100° C. After stirring for 2 hours at 100° C., the mixture was poured into an aqueous saturated sodium hydrogen carbonate solution. The mixture was extracted with ethyl acetate. The separated organic layer was washed with water and brine, dried over mag...